This data is from the Open Reaction Database (ORD), a public repository of structured organic reaction records. The task is: describe an organic reaction: reactants, conditions, products, and yield Product: CC(C)Oc1ncc(C(=O)O)cc1C#N. Reaction SMILES: [C:1](#[N:2])[c:3]1[cH:4][c:5]([C:13](=[O:14])[O:15][CH:16]([CH3:17])[CH3:18])[cH:6][n:7][c:8]1[O:9][CH:10]([CH3:11])[CH3:12].[CH3:21][CH2:22][OH:23].[Na+:20].[OH-:19]>>[C:1](#[N:2])[c:3]1[cH:4][c:5]([C:13](=[O:14])[OH:15])[cH:6][n:7][c:8]1[O:9][CH:10]([CH3:11])[CH3:12]. The reactants are CC(C)OC(=O)c1cnc(OC(C)C)c(C#N)c1, CCO, [Na+], [OH-]. The reactants are BrCCCCBr, CCCC1(C)CC(=O)NC(=O)C1, CC#N, [K+], [K+], O=C([O-])[O-]. Yields the product CCCC1(C)CC(=O)N(CCCCBr)C(=O)C1. Reaction SMILES: [Br:13][CH2:14][CH2:15][CH2:16][CH2:17][Br:18].[CH3:1][C:2]1([CH2:10][CH2:11][CH3:12])[CH2:3][C:4](=[O:5])[NH:6][C:7](=[O:9])[CH2:8]1.[CH3:25][C:26]#[N:27].[K+:19].[K+:20].[O-:21][C:22]([O-:23])=[O:24]>>[CH3:1][C:2]1([CH2:10][CH2:11][CH3:12])[CH2:3][C:4](=[O:5])[N:6]([CH2:17][CH2:16][CH2:15][CH2:14][Br:13])[C:7](=[O:9])[CH2:8]1.